Dataset: the Open Reaction Database (ORD), a public repository of structured organic reaction records. Task: describe an organic reaction: reactants, conditions, products, and yield Reactants: CC(C)(C)OC(=O)n1c(CCCO)nc2ccccc21, ClCCl. The product is CC(C)(C)OC(=O)n1c(CCC=O)nc2ccccc21. Reaction SMILES: [C:1]([CH3:2])([CH3:3])([CH3:4])[O:5][C:6](=[O:7])[n:8]1[c:9]([CH2:17][CH2:18][CH2:19][OH:20])[n:10][c:11]2[c:12]1[cH:13][cH:14][cH:15][cH:16]2.[Cl:21][CH2:22][Cl:23]>>[C:1]([CH3:2])([CH3:3])([CH3:4])[O:5][C:6](=[O:7])[n:8]1[c:9]([CH2:17][CH2:18][CH:19]=[O:20])[n:10][c:11]2[c:12]1[cH:13][cH:14][cH:15][cH:16]2. Yields the product CN(CC(=O)O)C1=CC(=CC=C1)C(=O)OC (methyl-N-(3-carbomethoxyphenyl)glycine). Run in CO (methanol). Reactants: NC=1C=C(C(=O)OC)C=CC1 (methyl 3-aminobenzoate), BrCC(=O)OC (methyl bromoacetate), C(C)(=O)[O-].[Na+] (sodium acetate). As a reaction SMILES: [NH2:1][C:2]1[CH:3]=[C:4]([CH:9]=[CH:10][CH:11]=1)[C:5]([O:7][CH3:8])=[O:6].Br[CH2:13][C:14]([O:16]C)=[O:15].[C:18]([O-])(=O)C.[Na+]>CO>[CH3:18][N:1]([C:2]1[CH:11]=[CH:10][CH:9]=[C:4]([C:5]([O:7][CH3:8])=[O:6])[CH:3]=1)[CH2:13][C:14]([OH:16])=[O:15] |f:2.3|. Yield: 45.0%. Procedure details: A solution of methyl 3-aminobenzoate (4.00 g, 26.5 mmol), methyl bromoacetate (4.05 g, 26.5 mmol) and sodium acetate (1.1 eq.) in methanol (30 mL) was stirred at ambient temperature for 48 h. The resulting white precipitate was collected by filtration, washed with a small amount of methanol, and dried under vacuum to afford methyl-N-(3-carbomethoxyphenyl)glycine (2.69 g, 12.1 mmol, 45%). 1H NMR (CDCl3, 300 MHz): δ 7.41 (1H, d, J=8 Hz), 7.28-7.20 (2H, m), 6.79 (1H, d, J=8 Hz), 4.43 (1H, br), 3.97... Starting materials: C[C@@H]1N(CCOC1)C[C@@H]1N(CCN(C1)C(=O)OC(C)(C)C)C(=O)OC(C)(C)C (di-tert-butyl (2S)-2-(((3S)-3-methyl-4-morpholinyl)methyl)-1,4-piperazinedicarboxylate), Cl (HCl), Cl (HCl). Run in CCOC(=O)C (EtOAc). Reaction conditions: temperature 70 celsius, time 3 hour. Yields the product Cl.Cl.Cl.C[C@@H]1N(CCOC1)C[C@@H]1NCCNC1 ((3S)-3-methyl-4-((2R)-2-piperazinylmethyl)morpholine trihydrochloride). The yield is 107.8%. As a reaction SMILES: [CH3:1][C@H:2]1[CH2:7][O:6][CH2:5][CH2:4][N:3]1[CH2:8][C@H:9]1[CH2:14][N:13](C(OC(C)(C)C)=O)[CH2:12][CH2:11][N:10]1C(OC(C)(C)C)=O.[ClH:29]>CCOC(C)=O>[ClH:29].[ClH:29].[ClH:29].[CH3:1][C@H:2]1[CH2:7][O:6][CH2:5][CH2:4][N:3]1[CH2:8][C@H:9]1[CH2:14][NH:13][CH2:12][CH2:11][NH:10]1 |f:3.4.5.6|. Procedure: A 250-mL round-bottomed flask was charged with di-tert-butyl (2S)-2-(((3S)-3-methyl-4-morpholinyl)methyl)-1,4-piperazinedicarboxylate (2.46 g, 6.16 mmol, step 2), HCl (4.0 M solution in 1,4-dioxane, 4.62 mL, 18.5 mmol, Sigma-Aldrich, St. Louis, Mo.) and EtOAc (100 mL). The reaction mixture was heated at 70° C. for 3 h. At this time, additional HCl (4.0 M solution in 1,4-dioxane, 5.00 mL, 20.0 mmol) was added and heating at 70° C. was resumed for an additional 3 h. The reaction mixture was cooled... The reactants are COc1cc2c(Nc3ccc(C)c(OC(C)=O)c3)ncnc2cc1OCc1ccccc1, CO, ClC(Cl)Cl, [H][H], CN(C)C=O. The product is COc1cc2c(Nc3ccc(C)c(OC(C)=O)c3)ncnc2cc1O. As a reaction SMILES: [C:1]([CH3:2])(=[O:3])[O:4][c:5]1[cH:6][c:7]([NH:8][c:9]2[n:10][cH:11][n:12][c:13]3[cH:14][c:15]([O:21][CH2:22][c:23]4[cH:24][cH:25][cH:26][cH:27][cH:28]4)[c:16]([O:19][CH3:20])[cH:17][c:18]23)[cH:29][cH:30][c:31]1[CH3:32].[CH3:35][OH:36].[Cl:42][CH:43]([Cl:44])[Cl:45].[H:33][H:34].[O:37]=[CH:38][N:39]([CH3:40])[CH3:41]>>[C:1]([CH3:2])(=[O:3])[O:4][c:5]1[cH:6][c:7]([NH:8][c:9]2[n:10][cH:11][n:12][c:13]3[cH:14][c:15]([OH:21])[c:16]([O:19][CH3:20])[cH:17][c:18]23)[cH:29][cH:30][c:31]1[CH3:32].